Dataset: the Open Reaction Database (ORD), a public repository of structured organic reaction records. Task: describe an organic reaction: reactants, conditions, products, and yield The reactants are CC1=CC=2CC3=CC(=CC=C3C2C=C1)C (2,7-dimethylfluorene), C(CCC)[Li] (butyl lithium), C(=O)=O (CO2). The solvent is O (water), C1CCOC1 (THF). Conditions: time 15 minute. Product: CC1=CC=2C(C3=CC(=CC=C3C2C=C1)C)C(=O)O (2,7-dimethyl-9-fluorenecarboxylic acid). Yield: 71.9%. As a reaction SMILES: [CH3:1][C:2]1[CH:14]=[CH:13][C:12]2[C:11]3[C:6](=[CH:7][C:8]([CH3:15])=[CH:9][CH:10]=3)[CH2:5][C:4]=2[CH:3]=1.C([Li])CCC.[C:21](=[O:23])=[O:22]>C1COCC1.O>[CH3:15][C:8]1[CH:9]=[CH:10][C:11]2[C:12]3[C:4](=[CH:3][C:2]([CH3:1])=[CH:14][CH:13]=3)[CH:5]([C:21]([OH:23])=[O:22])[C:6]=2[CH:7]=1. Procedure details: A solution of 2,7-dimethylfluorene (5.0 g, 25.7 mmol) in THF (100 mL) at -78° C. was charged with butyl lithium (16.8 mL, 26.0 mmol). The reaction mixture was stirred for 15 min, then CO2 gaseous (5g, 113.6 mmol) was introduced with cannula over a period of 15 min at -78° C. The reaction mixture Was Warmed up to room temperature and stirred overnight, diluted with water (150 mL). The layers were separated, the water layer was washed with ethyl acetate (5×20 mL), then acidified with conc. HCl. Th... The reactants are O=C1C(=CC(=C2N1N=CC1=C2SC=C1)C(=O)O)C1=CC=CC=C1 (7-oxo-8-phenyl-7H-pyrido[1,2-b]thieno[2,3-d]-pyridazine-10-carboxylic acid). Solvent: [OH-].[K+] (potassium hydroxide). Yields the product C(#N)C1=C(SC=C1)C1=C(C(=O)O)C=C(C(N1)=O)C1=CC=CC=C1 (2-(3-cyano-2-thienyl)-1,6-dihydro-6-oxo-5-phenylnicotinic acid). Yield: 99.8%. Reaction SMILES: [O:1]=[C:2]1[N:7]2[N:8]=[CH:9][C:10]3[CH:14]=[CH:13][S:12][C:11]=3[C:6]2=[C:5]([C:15]([OH:17])=[O:16])[CH:4]=[C:3]1[C:18]1[CH:23]=[CH:22][CH:21]=[CH:20][CH:19]=1>[OH-].[K+]>[C:9]([C:10]1[CH:14]=[CH:13][S:12][C:11]=1[C:6]1[NH:7][C:2](=[O:1])[C:3]([C:18]2[CH:23]=[CH:22][CH:21]=[CH:20][CH:19]=2)=[CH:4][C:5]=1[C:15]([OH:17])=[O:16])#[N:8] |f:1.2|. Procedure: 48.7 g of 7-oxo-8-phenyl-7H-pyrido[1,2-b]thieno[2,3-d]-pyridazine-10-carboxylic acid were added to a methanolic potassium hydroxide solution (prepared from 72 g of potassium hydroxide and 640 ml of methanol) and the mixture was heated to boiling under reflux for about 24 hours. The reaction mixture was evaporated to half in a vacuum, treated with 80 ml of water and adjusted to pH 1 by the addition of 1N hydrochloric acid. The separated crystals were filtered off under suction, washed with water ...